From a dataset of the Open Reaction Database (ORD), a public repository of structured organic reaction records. describe an organic reaction: reactants, conditions, products, and yield Reactants: CC(CN(C1=CC(=NC=N1)NC=1C=C(C(=O)NC)C=CC1C)C)(C)C (3-{6-[(2,2-dimethyl-propyl)-methyl-amino]-pyrimidin-4-ylamino}-4,N-dimethyl-benzamide), C([O-])(O)=O.[Na+] (sodium bicarbonate), BrBr (bromine). The solvent is C(Cl)Cl (methylene chloride), O (water). Conditions: time 18 hour. Yields the product BrC=1C(=NC=NC1N(C)CC(C)(C)C)NC=1C=C(C(=O)NC)C=CC1C (3-{5-Bromo-6-[(2,2-dimethyl-propyl)-methyl-amino]-pyrimidin-4-ylamino}-4,N-dimethyl-benzamide). Yield: 44.4%. RXN SMILES: [CH3:1][C:2]([CH3:25])([CH3:24])[CH2:3][N:4]([CH3:23])[C:5]1[N:10]=[CH:9][N:8]=[C:7]([NH:11][C:12]2[CH:13]=[C:14]([CH:19]=[CH:20][C:21]=2[CH3:22])[C:15]([NH:17][CH3:18])=[O:16])[CH:6]=1.C(=O)(O)[O-].[Na+].[Br:31]Br>C(Cl)Cl.O>[Br:31][C:6]1[C:7]([NH:11][C:12]2[CH:13]=[C:14]([CH:19]=[CH:20][C:21]=2[CH3:22])[C:15]([NH:17][CH3:18])=[O:16])=[N:8][CH:9]=[N:10][C:5]=1[N:4]([CH2:3][C:2]([CH3:25])([CH3:24])[CH3:1])[CH3:23] |f:1.2|. Procedure details: To a solution of 3-{6-[(2,2-dimethyl-propyl)-methyl-amino]-pyrimidin-4-ylamino}-4,N-dimethyl-benzamide (0.46 g, 1.34 mmol) in methylene chloride (10 mL), was added sat. aq. sodium bicarbonate (2 mL) and bromine (0.07 mL, 1.37 mmol). The resulting mixture was stirred at room temperature for 18 hours, and the reaction was then diluted with water (20 mL). The organic layer was separated and the aqueous layer was extracted with DCM (10 mL). The combined organic layer was dried (sodium sulfate), filt... The reactants are COC(=O)CBr, COCCCOC(c1ccccc1)C1CCCNC1, CCOC(C)=O, Cl, [K+], [K+], O=C([O-])[O-], CN(C)C=O. Yields the product COCCCOC(c1ccccc1)C1CCCN(CC(=O)OC)C1. Reaction SMILES: [Br:21][CH2:22][C:23](=[O:24])[O:25][CH3:26].[CH3:1][O:2][CH2:3][CH2:4][CH2:5][O:6][CH:7]([CH:8]1[CH2:9][NH:10][CH2:11][CH2:12][CH2:13]1)[c:14]1[cH:15][cH:16][cH:17][cH:18][cH:19]1.[CH3:38][CH2:39][O:40][C:41]([CH3:42])=[O:43].[ClH:20].[K+:27].[K+:28].[O-:29][C:30]([O-:31])=[O:32].[O:33]=[CH:34][N:35]([CH3:36])[CH3:37]>>[CH3:1][O:2][CH2:3][CH2:4][CH2:5][O:6][CH:7]([CH:8]1[CH2:9][N:10]([CH2:22][C:23](=[O:24])[O:25][CH3:26])[CH2:11][CH2:12][CH2:13]1)[c:14]1[cH:15][cH:16][cH:17][cH:18][cH:19]1. The solvent is CS(=O)C (DMSO), [Cl-].[Na+].O (brine). Reported procedure: To a solution in DMSO (30 mL) of 4-fluorobenzyl bromide (3.27 mL, 26.3 mmol), 2-thiophenemethanol (3.00 mL, 31.7 mmol), and benzyltrimethylammonium chloride (244 mg, 1.31 mmol) was added NaOH (6.31 g, 159 mmol) and the reaction mixture was stirred for 17 hours at ambient temperature. The reaction mixture was poured into brine and extracted with ether. The organic phase was washed with 1N aqueous H3PO4 (3×), H2O (3×), saturated aqueous NaHCO3 (2×), and brine, dried over MgSO4, filtered, and conce... Product: FC1=CC=C(C=C1)COCC=1SC=CC1 (2-(4-fluorophenylmethoxymethyl)thiophene). Isolated yield 86.0%. Starting materials: FC1=CC=C(CBr)C=C1 (4-fluorobenzyl bromide), S1C(=CC=C1)CO (2-thiophenemethanol), [OH-].[Na+] (NaOH). The reagents and catalysts are [Cl-].C(C1=CC=CC=C1)[N+](C)(C)C (benzyltrimethylammonium chloride). RXN SMILES: [F:1][C:2]1[CH:9]=[CH:8][C:5]([CH2:6]Br)=[CH:4][CH:3]=1.[S:10]1[CH:14]=[CH:13][CH:12]=[C:11]1[CH2:15][OH:16].[OH-].[Na+]>CS(C)=O.[Cl-].C([N+](C)(C)C)C1C=CC=CC=1.[Cl-].[Na+].O>[F:1][C:2]1[CH:9]=[CH:8][C:5]([CH2:6][O:16][CH2:15][C:11]2[S:10][CH:14]=[CH:13][CH:12]=2)=[CH:4][CH:3]=1 |f:2.3,5.6,7.8.9|. Conditions: time 17 hour. Product: Cc1cc(C)cc(C(=O)N(C)C(Cc2ccc(-c3ccno3)cc2)C(=O)NC(Cc2c[nH]c3ccccc23)C(=O)O)c1. Starting materials: COC(=O)C(Cc1c[nH]c2ccccc12)NC(=O)C(Cc1ccc(-c2ccno2)cc1)N(C)C(=O)c1cc(C)cc(C)c1, CO, C1CCOC1, O. Reaction SMILES: [CH3:1][O:2][C:3]([CH:4]([NH:5][C:6]([CH:7]([N:8]([CH3:9])[C:10]([c:11]1[cH:12][c:13]([CH3:18])[cH:14][c:15]([CH3:17])[cH:16]1)=[O:19])[CH2:20][c:21]1[cH:22][cH:23][c:24](-[c:27]2[cH:28][cH:29][n:30][o:31]2)[cH:25][cH:26]1)=[O:32])[CH2:33][c:34]1[cH:35][nH:36][c:37]2[cH:38][cH:39][cH:40][cH:41][c:42]12)=[O:43].[CH3:45][OH:46].[O:47]1[CH2:48][CH2:49][CH2:50][CH2:51]1.[OH2:44]>>[O:2]=[C:3]([CH:4]([NH:5][C:6]([CH:7]([N:8]([CH3:9])[C:10]([c:11]1[cH:12][c:13]([CH3:18])[cH:14][c:15]([CH3:17])[cH:16]1)=[O:19])[CH2:20][c:21]1[cH:22][cH:23][c:24](-[c:27]2[cH:28][cH:29][n:30][o:31]2)[cH:25][cH:26]1)=[O:32])[CH2:33][c:34]1[cH:35][nH:36][c:37]2[cH:38][cH:39][cH:40][cH:41][c:42]12)[OH:43]. Reactants: ClC(=O)OCC(C)C (isobutyl chloroformate), [BH4-].[Na+] (NaBH4), C(C)(C)(C)OC(=O)N([C@H](C(=O)N[C@H](C(=O)N1C(CC=2C1=NC=CC2)C(=O)O)C(C)C)C)C (1-{(S)-2-[(S)-2-(tert-butoxycarbonyl-methyl-amino)-propionyl amino]-3-methyl-butyryl}-2,3-dihydro-1H-pyrrolo[2,3-b]pyridine-2-carboxylic acid), C(C)(C)(C)OC(=O)N([C@H](C(=O)N[C@H](C(=O)N1C(CC=2C1=NC=CC2)C(=O)O)C(C)C)C)C (1-{(S)-2-[(S)-2-(tert-butoxycarbonyl-methyl-amino)-propionyl amino]-3-methyl-butyryl}-2,3-dihydro-1H-pyrrolo[2,3-b]pyridine-2-carboxylic acid), CN1CCOCC1 (N-methylmorpholine). Solvent: O (water), O (water), C1CCOC1 (THF). Conditions: temperature -20 celsius, time 10 minute. Yields the product C(C)(C)(C)OC(N(C)[C@@H](C)C(N[C@@H](C(C)C)C(=O)N1C(CC=2C1=NC=CC2)CO)=O)=O ({(S)-1-[(S)-1-(2-hydroxymethyl-2,3-dihydro-pyrrolo[2,3-b]pyridine-1-carbonyl)-2-methyl-propylcarbamoyl]-ethyl}-methyl-carbamic acid tert-butyl ester). Isolated yield 73.3%. Reaction SMILES: [C:1]([O:5][C:6]([N:8]([CH3:32])[C@@H:9]([CH3:31])[C:10]([NH:12][C@@H:13]([CH:28]([CH3:30])[CH3:29])[C:14]([N:16]1[C:20]2=[N:21][CH:22]=[CH:23][CH:24]=[C:19]2[CH2:18][CH:17]1[C:25](O)=[O:26])=[O:15])=[O:11])=[O:7])([CH3:4])([CH3:3])[CH3:2].CN1CCOCC1.ClC(OCC(C)C)=O.[BH4-].[Na+]>C1COCC1.O>[C:1]([O:5][C:6](=[O:7])[N:8]([C@H:9]([C:10](=[O:11])[NH:12][C@H:13]([C:14]([N:16]1[C:20]2=[N:21][CH:22]=[CH:23][CH:24]=[C:19]2[CH2:18][CH:17]1[CH2:25][OH:26])=[O:15])[CH:28]([CH3:30])[CH3:29])[CH3:31])[CH3:32])([CH3:3])([CH3:2])[CH3:4] |f:3.4|. Procedure: To a stirred solution of 1-{(S)-2-[(S)-2-(tert-butoxycarbonyl-methyl-amino)-propionyl amino]-3-methyl-butyryl}-2,3-dihydro-1H-pyrrolo[2,3-b]pyridine-2-carboxylic acid (Intermediate 1) (3.8 g, 8.48 mmol) in THF (65 mL) were added N-methylmorpholine (1.11 mL, 10.17 mmol) followed by the addition of isobutyl chloroformate (1.32 mL, 10.17 mmol) at −20° C. The reaction mixture was stirred at −20° C. for 10 min and the white precipitate of N-methylmorpholine hydrochloride salt was removed by filtratio... The reactants are C1CCOC1, CN1CCN(c2ccc(N)cc2)CC1, CC(C)=O, Cn1cc(C(=O)Nc2cccc(C(=O)c3ccc4c(c3)NC(=O)C4=CO)c2)c(C(F)(F)F)n1. Yields the product CN1CCN(c2ccc(NC=C3C(=O)Nc4cc(C(=O)c5cccc(NC(=O)c6cn(C)nc6C(F)(F)F)c5)ccc43)cc2)CC1. As a reaction SMILES: [CH2:52]1[O:53][CH2:54][CH2:55][CH2:56]1.[CH3:34][N:35]1[CH2:36][CH2:37][N:38]([c:41]2[cH:42][cH:43][c:44]([NH2:47])[cH:45][cH:46]2)[CH2:39][CH2:40]1.[CH3:48][C:49](=[O:50])[CH3:51].[OH:1][CH:2]=[C:3]1[C:4](=[O:33])[NH:5][c:6]2[cH:7][c:8]([C:12](=[O:13])[c:14]3[cH:15][c:16]([NH:20][C:21](=[O:22])[c:23]4[c:24]([C:29]([F:30])([F:31])[F:32])[n:25][n:26]([CH3:28])[cH:27]4)[cH:17][cH:18][cH:19]3)[cH:9][cH:10][c:11]21>>[CH:2](=[C:3]1[C:4](=[O:33])[NH:5][c:6]2[cH:7][c:8]([C:12](=[O:13])[c:14]3[cH:15][c:16]([NH:20][C:21](=[O:22])[c:23]4[c:24]([C:29]([F:30])([F:31])[F:32])[n:25][n:26]([CH3:28])[cH:27]4)[cH:17][cH:18][cH:19]3)[cH:9][cH:10][c:11]21)[NH:47][c:44]1[cH:43][cH:42][c:41]([N:38]2[CH2:37][CH2:36][N:35]([CH3:34])[CH2:40][CH2:39]2)[cH:46][cH:45]1. Run in CC(=O)C (acetone), O (water), S(O)(O)(=O)=O (sulfuric acid), O (water). The reagents and catalysts are [O-2].[Cr+6].[O-2].[O-2] (chromium (VI) oxide). The yield is 51.2%. As a reaction SMILES: [OH:1][CH2:2][C:3]1[CH:11]=[CH:10][CH:9]=[C:8]2[C:4]=1[CH:5]=[C:6]([C:13]([O:15][CH2:16][CH3:17])=[O:14])[N:7]2[CH3:12].CC(C)=[O:20].OS(O)(=O)=O.O=[Cr](=O)=O>CC(C)=O.S(=O)(=O)(O)O.O.[O-2].[Cr+6].[O-2].[O-2]>[C:2]([C:3]1[CH:11]=[CH:10][CH:9]=[C:8]2[C:4]=1[CH:5]=[C:6]([C:13]([O:15][CH2:16][CH3:17])=[O:14])[N:7]2[CH3:12])([OH:20])=[O:1] |f:1.2.3,7.8.9.10|. Procedure: In 30 ml of acetone was dissolved 0.70 g (3.00 mmols) of ethyl 4-hydroxymethyl-1-methyl-2-indolecarboxylate. After 3.3 ml of Jones' reagent, which was prepared by dissolving 26.7 g of chromium (VI) oxide in a mixture of 23 ml of conc. sulfuric acid and 40 ml of water and adding water to make the whole volume 100 ml, was added dropwise to the above solution at room temperature, the mixture was stirred at room temperature for an hour. The reaction mixture was poured onto ice water and the aqueous ... Product: C(=O)(O)C1=C2C=C(N(C2=CC=C1)C)C(=O)OCC (ethyl 4-carboxy-1-methyl-2-indolecarboxylate). Starting materials: OCC1=C2C=C(N(C2=CC=C1)C)C(=O)OCC (ethyl 4-hydroxymethyl-1-methyl-2-indolecarboxylate), CC(=O)C.OS(=O)(=O)O.O=[Cr](=O)=O (Jones' reagent). The reactants are [Cl-], COc1c(Cl)ncnc1Cl, OCCc1ccc(Cl)cc1, [H-], [H][H], [NH4+], [Na+], C1CCOC1. Product: COc1c(Cl)ncnc1OCCc1ccc(Cl)cc1. RXN SMILES: [Cl-:25].[Cl:15][c:16]1[n:17][cH:18][n:19][c:20]([Cl:24])[c:21]1[O:22][CH3:23].[Cl:1][c:2]1[cH:3][cH:4][c:5]([CH2:8][CH2:9][OH:10])[cH:6][cH:7]1.[H-:11].[H:13][H:14].[NH4+:26].[Na+:12].[O:27]1[CH2:28][CH2:29][CH2:30][CH2:31]1>>[Cl:1][c:2]1[cH:3][cH:4][c:5]([CH2:8][CH2:9][O:10][c:20]2[n:19][cH:18][n:17][c:16]([Cl:15])[c:21]2[O:22][CH3:23])[cH:6][cH:7]1. Run in CC(C)(C)O (t-BuOH). Yields the product C(#N)CCC(C(=O)O)(C)C (4-cyano-2,2-dimethylbutanoic acid). Reactants: C(Cl)Cl (CH2Cl2), CC(CCC#N)(C=O)C (4,4-dimethyl-5-oxopentanenitrile), [O-][Mn](=O)(=O)=O.[K+] (KMnO4), NaH2PO4. Reported procedure: A solution of 4,4-dimethyl-5-oxopentanenitrile (1.0 g, 7.98 mmol) in t-BuOH (2 mL) was cooled to 0° C. and 5% aqueous NaH2PO4 solution (11 mL) was added dropwise. 1M KMnO4 solution (16 mL) was added dropwise to the reaction mixture at 0° C. followed by few drops of CH2Cl2 (0.5 mL). The reaction mixture was allowed to stir at 0° C. for 1 h, and quenched with sodium sulfite. 1.5N HCl was then added to adjust the pH of the solution to ˜3. The organic product was extracted with EtOAc and dried over ... Reaction SMILES: [CH3:1][C:2]([CH3:9])([CH:7]=[O:8])[CH2:3][CH2:4][C:5]#[N:6].[O-:10][Mn](=O)(=O)=O.[K+].C(Cl)Cl>CC(O)(C)C>[C:5]([CH2:4][CH2:3][C:2]([CH3:9])([CH3:1])[C:7]([OH:10])=[O:8])#[N:6] |f:1.2|. Run at temperature 0 celsius, time 1 hour.